From a dataset of the Open Reaction Database (ORD), a public repository of structured organic reaction records. describe an organic reaction: reactants, conditions, products, and yield The reactants are BrC1=CC=C(C=C1)C1=C(C(=NO1)C)CNCC(C)C1=CC=CC=C1 ([5-(4-bromo-phenyl)-3-methyl-isoxazol-4-ylmethyl]-(2-phenyl-propyl)-amine), C(C)OC(=O)C1(CC1)C1=CC=C(C=C1)B1OC(C(O1)(C)C)(C)C (1-[4-(4,4,5,5-tetramethyl-[1,3,2]dioxaborolan-2-yl)-phenyl]-cyclopropanecarboxylic acid ethyl ester). The product is C(C)OC(=O)C1(CC1)C1=CC=C(C=C1)C1=CC=C(C=C1)C1=C(C(=NO1)C)CNCC(C)C1=CC=CC=C1 (1-(4′-{3-Methyl-4-[(2-phenyl-propylamino)-methyl]-isoxazol-5-yl}-biphenyl-4-yl)-cyclopropanecarboxylic acid ethyl ester). As a reaction SMILES: Br[C:2]1[CH:7]=[CH:6][C:5]([C:8]2[O:12][N:11]=[C:10]([CH3:13])[C:9]=2[CH2:14][NH:15][CH2:16][CH:17]([C:19]2[CH:24]=[CH:23][CH:22]=[CH:21][CH:20]=2)[CH3:18])=[CH:4][CH:3]=1.[CH2:25]([O:27][C:28]([C:30]1([C:33]2[CH:38]=[CH:37][C:36](B3OC(C)(C)C(C)(C)O3)=[CH:35][CH:34]=2)[CH2:32][CH2:31]1)=[O:29])[CH3:26]>>[CH2:25]([O:27][C:28]([C:30]1([C:33]2[CH:38]=[CH:37][C:36]([C:2]3[CH:7]=[CH:6][C:5]([C:8]4[O:12][N:11]=[C:10]([CH3:13])[C:9]=4[CH2:14][NH:15][CH2:16][CH:17]([C:19]4[CH:24]=[CH:23][CH:22]=[CH:21][CH:20]=4)[CH3:18])=[CH:4][CH:3]=3)=[CH:35][CH:34]=2)[CH2:31][CH2:32]1)=[O:29])[CH3:26]. Procedure: Prepared according to the procedure described in Example 3, Step 5, using [5-(4-bromo-phenyl)-3-methyl-isoxazol-4-ylmethyl]-(2-phenyl-propyl)-amine and 1-[4-(4,4,5,5-tetramethyl-[1,3,2]dioxaborolan-2-yl)-phenyl]-cyclopropanecarboxylic acid ethyl ester.